Dataset: the Open Reaction Database (ORD), a public repository of structured organic reaction records. Task: describe an organic reaction: reactants, conditions, products, and yield The reactants are O[C@H](C)[C@@H]1[C@@H]2N([C@H](C([C@@H]2C)=O)C(=O)OCC2=CC=C(C=C2)[N+](=O)[O-])C1=O (4-nitrobenzyl (1R,3R,5R,6S)-6-((1R)-1-hydroxyethyl)-1-methyl-2-oxo-1-carbapenam-3-carboxylate), C(=O)C1=NC(=C2SC(=CN21)[Sn](CCCC)(CCCC)CCCC)C(=O)C=2C=NC=CC2 (5-formyl-7(pyridin-3-yl)carbonyl-2-(tri-n-butylstannyl)imidazo[5,1-b]thiazole). Yields the product C(=O)C1=NC(=C2SC(=CN21)C=2[C@@H]([C@H]1N(C2C(=O)OCC2=CC=C(C=C2)[N+](=O)[O-])C([C@@H]1[C@@H](C)O)=O)C)C(=O)C=1C=NC=CC1 (4-Nitrobenzyl (1S,5R,6S)-2-[5-formyl-7-(pyridin-3-yl)carbonylimidazo[5,1-b]thiazol-2-yl]-6-((1R)-1-hydroxyethyl)-1-methyl-1-carbapen-2-em-3-carboxylate). The yield is 65.2%. RXN SMILES: [OH:1][C@@H:2]([C@H:4]1[C:25](=[O:26])[N:6]2[C@@H:7]([C:12]([O:14][CH2:15][C:16]3[CH:21]=[CH:20][C:19]([N+:22]([O-:24])=[O:23])=[CH:18][CH:17]=3)=[O:13])[C:8](=O)[C@H:9]([CH3:10])[C@H:5]12)[CH3:3].[CH:27]([C:29]1[N:36]2[C:32]([S:33][C:34]([Sn](CCCC)(CCCC)CCCC)=[CH:35]2)=[C:31]([C:50]([C:52]2[CH:53]=[N:54][CH:55]=[CH:56][CH:57]=2)=[O:51])[N:30]=1)=[O:28]>>[CH:27]([C:29]1[N:36]2[C:32]([S:33][C:34]([C:8]3[C@H:9]([CH3:10])[C@@H:5]4[C@@H:4]([C@H:2]([OH:1])[CH3:3])[C:25](=[O:26])[N:6]4[C:7]=3[C:12]([O:14][CH2:15][C:16]3[CH:17]=[CH:18][C:19]([N+:22]([O-:24])=[O:23])=[CH:20][CH:21]=3)=[O:13])=[CH:35]2)=[C:31]([C:50]([C:52]2[CH:53]=[N:54][CH:55]=[CH:56][CH:57]=2)=[O:51])[N:30]=1)=[O:28]. Procedure details: 4-Nitrobenzyl (1S,5R,6S)-2-[5-formyl-7-(pyridin-3-yl)carbonylimidazo[5,1-b]thiazol-2-yl]-6-((1R)-1-hydroxyethyl)-1-methyl-1-carbapen-2-em-3-carboxylate (1.12 g) was prepared in the same manner as in step a) of Example 1, except that 1.04 g of 4-nitrobenzyl (1R,3R,5R,6S)-6-((1R)-1-hydroxyethyl)-1-methyl-2-oxo-1-carbapenam-3-carboxylate and 1.56 g of 5-formyl-7(pyridin-3-yl)carbonyl-2-(tri-n-butylstannyl)imidazo[5,1-b]thiazole were used as the starting compounds.